From a dataset of the Open Reaction Database (ORD), a public repository of structured organic reaction records. describe an organic reaction: reactants, conditions, products, and yield The reactants are C(C)OC(NC(C(=COCC)C#N)=O)=O ((2-Cyano-3-ethoxy-acryloyl)-carbamic acid ethyl ester), C(C)OC(CCN)OCC (3,3-diethoxypropylamine). Run in O (water). Reaction conditions: temperature 80 celsius. The product is C(C)OC(CCN1C(NC(C(=C1)C#N)=O)=O)OCC (1-(3,3-Diethoxy-propyl)-2,4-dioxo-1,2,3,4-tetrahydro-pyrimidine-5-carbonitrile). Yield: 92.2%. As a reaction SMILES: C([O:3][C:4](=O)[NH:5][C:6](=[O:14])[C:7]([C:12]#[N:13])=[CH:8]OCC)C.[CH2:16]([O:18][CH:19]([O:23][CH2:24][CH3:25])[CH2:20][CH2:21][NH2:22])[CH3:17]>O>[CH2:16]([O:18][CH:19]([O:23][CH2:24][CH3:25])[CH2:20][CH2:21][N:22]1[CH:8]=[C:7]([C:12]#[N:13])[C:6](=[O:14])[NH:5][C:4]1=[O:3])[CH3:17]. Procedure: (2-Cyano-3-ethoxy-acryloyl)-carbamic acid ethyl ester (Prep 33, 300 mg, 1.42 mmol) was suspended in water (20 mL); 3,3-diethoxypropylamine (460 μl, 2.84 mmol) was added and the mixture warmed at 80° C. for 10 minutes. The reaction mixture was lyophilized and the residue was purified by flash chromatography with petroleum ether-ethyl acetate (1-1) to give 350 mg of the title compound (91% yield) Starting materials: CC(C)=O, CC1(CCC2=C3CCC4(C)C(=O)CCC4C3OCC2=O)OCCO1, Cl. Product: CC(=O)CCC1=C2CCC3(C)C(=O)CCC3C2OCC1=O. RXN SMILES: [CH3:26][C:27](=[O:28])[CH3:29].[CH3:2][C:3]12[CH:4]([CH:5]3[O:6][CH2:7][C:8](=[O:21])[C:9]([CH2:13][CH2:14][C:15]4([CH3:20])[O:16][CH2:19][CH2:18][O:17]4)=[C:10]3[CH2:11][CH2:12]1)[CH2:22][CH2:23][C:24]2=[O:25].[ClH:1]>>[CH3:2][C:3]12[CH:4]([CH:5]3[O:6][CH2:7][C:8](=[O:21])[C:9]([CH2:13][CH2:14][C:15](=[O:16])[CH3:20])=[C:10]3[CH2:11][CH2:12]1)[CH2:22][CH2:23][C:24]2=[O:25]. Reactants: CN1CCC(CC1)=C1C2=C(CCC=3C1=NC=CC3)C=CC=C2 (11-(N-methyl-4-piperidylidene)-6,11-dihydro-5H-benzo-[5,6]-cyclohepta-[1,2-b]-pyridine), C(C)OC(=O)Cl (ethylchloroformate), ice water. The solvent is C1=CC=CC=C1 (benzene), C1=CC=CC=C1 (benzene). The product is C(=O)(OCC)N1CCC(CC1)=C1C2=C(CCC=3C1=NC=CC3)C=CC=C2 (11-(N-Carboethoxy-4-piperidylidene)-6,11-dihydro-5H-benzo-[5,6]-cyclohepta-[1,2-b]-pyridine). RXN SMILES: [CH2:1]([O:3][C:4](Cl)=[O:5])[CH3:2].C[N:8]1[CH2:13][CH2:12][C:11](=[C:14]2[C:20]3=[N:21][CH:22]=[CH:23][CH:24]=[C:19]3[CH2:18][CH2:17][C:16]3[CH:25]=[CH:26][CH:27]=[CH:28][C:15]2=3)[CH2:10][CH2:9]1>C1C=CC=CC=1>[C:4]([N:8]1[CH2:9][CH2:10][C:11](=[C:14]2[C:20]3=[N:21][CH:22]=[CH:23][CH:24]=[C:19]3[CH2:18][CH2:17][C:16]3[CH:25]=[CH:26][CH:27]=[CH:28][C:15]2=3)[CH2:12][CH2:13]1)([O:3][CH2:1][CH3:2])=[O:5]. Procedure details: To a solution of 10.9 g (0.1 mole) of ethylchloroformate in 300 ml of anhydrous benzene is added dropwise, with stirring at room temperature, a solution of 14.5 g (0.05 M) of 11-(N-methyl-4-piperidylidene)-6,11-dihydro-5H-benzo-[5,6]-cyclohepta-[1,2-b]-pyridine (hereinafter referred to as Compound IA) in 200 ml of benzene. The solution is stirred and is heated under reflux overnight (16-20 hrs.). The mixture is cooled and is poured into ice water and the organic layer is separated, washed with w... The reactants are CCO, CN1CCC(NC(=O)c2ccc([N+](=O)[O-])c(Cl)c2)CC1, ClCCl. Product: CN1CCC(NC(=O)c2ccc(N)c(Cl)c2)CC1. As a reaction SMILES: [CH3:21][CH2:22][OH:23].[Cl:1][c:2]1[cH:3][c:4]([C:5](=[O:6])[NH:7][CH:8]2[CH2:9][CH2:10][N:11]([CH3:14])[CH2:12][CH2:13]2)[cH:15][cH:16][c:17]1[N+:18]([O-:19])=[O:20].[Cl:24][CH2:25][Cl:26]>>[Cl:1][c:2]1[cH:3][c:4]([C:5](=[O:6])[NH:7][CH:8]2[CH2:9][CH2:10][N:11]([CH3:14])[CH2:12][CH2:13]2)[cH:15][cH:16][c:17]1[NH2:18].